From a dataset of the Open Reaction Database (ORD), a public repository of structured organic reaction records. describe an organic reaction: reactants, conditions, products, and yield The reactants are [Al+3], CCCSc1ncc(C(=O)OCC)n1Cc1ccc(OCc2ccccc2)cc1, [H-], [H-], [H-], [H-], [Li+], C1CCOC1. Product: CCCSc1ncc(CO)n1Cc1ccc(OCc2ccccc2)cc1. RXN SMILES: [Al+3:31].[CH2:1]([c:2]1[cH:3][cH:4][cH:5][cH:6][cH:7]1)[O:8][c:9]1[cH:10][cH:11][c:12]([CH2:13][n:14]2[c:15]([S:24][CH2:25][CH2:26][CH3:27])[n:16][cH:17][c:18]2[C:19](=[O:20])[O:21][CH2:22][CH3:23])[cH:28][cH:29]1.[H-:30].[H-:33].[H-:34].[H-:35].[Li+:32].[O:36]1[CH2:37][CH2:38][CH2:39][CH2:40]1>>[CH2:1]([c:2]1[cH:3][cH:4][cH:5][cH:6][cH:7]1)[O:8][c:9]1[cH:10][cH:11][c:12]([CH2:13][n:14]2[c:15]([S:24][CH2:25][CH2:26][CH3:27])[n:16][cH:17][c:18]2[CH2:19][OH:20])[cH:28][cH:29]1. Starting materials: C(C)(C)(C)P(C(C)(C)C)C(C)(C)C (tri-tert-butylphosphine), BrC1=C(C=CC(=N1)C(=O)OC)F (methyl 6-bromo-5-fluoropyridine-2-carboxylate), FC1=C(C(=CC=C1OC)F)B(O)O ((2,6-difluoro-3-methoxyphenyl)boronic acid), [F-].[K+] (potassium fluoride). The reagents and catalysts are C=1C=CC(=CC1)/C=C/C(=O)/C=C/C2=CC=CC=C2.C=1C=CC(=CC1)/C=C/C(=O)/C=C/C2=CC=CC=C2.C=1C=CC(=CC1)/C=C/C(=O)/C=C/C2=CC=CC=C2.[Pd].[Pd] (tris(dibenzylideneacetone)dipalladium). The solvent is C1CCOC1 (THF), O (water). Conditions: temperature 100 celsius. The product is FC1=C(C(=CC=C1OC)F)C1=C(C=CC(=N1)C(=O)OC)F (Methyl 6-(2,6-difluoro-3-methoxyphenyl)-5-fluoropyridine-2-carboxylate). Yield: 35.1%. Reaction SMILES: Br[C:2]1[N:7]=[C:6]([C:8]([O:10][CH3:11])=[O:9])[CH:5]=[CH:4][C:3]=1[F:12].[F:13][C:14]1[C:19]([O:20][CH3:21])=[CH:18][CH:17]=[C:16]([F:22])[C:15]=1B(O)O.[F-].[K+].C(P(C(C)(C)C)C(C)(C)C)(C)(C)C>C1COCC1.O.C1C=CC(/C=C/C(/C=C/C2C=CC=CC=2)=O)=CC=1.C1C=CC(/C=C/C(/C=C/C2C=CC=CC=2)=O)=CC=1.C1C=CC(/C=C/C(/C=C/C2C=CC=CC=2)=O)=CC=1.[Pd].[Pd]>[F:13][C:14]1[C:19]([O:20][CH3:21])=[CH:18][CH:17]=[C:16]([F:22])[C:15]=1[C:2]1[N:7]=[C:6]([C:8]([O:10][CH3:11])=[O:9])[CH:5]=[CH:4][C:3]=1[F:12] |f:2.3,7.8.9.10.11|. Procedure details: In a sealed tube to a mixture of methyl 6-bromo-5-fluoropyridine-2-carboxylate (374 mg, 1.60 mmol) and (2,6-difluoro-3-methoxyphenyl)boronic acid (150 mg, 0.798 mmol) in THF (6.0 mL) and water (0.6 mL) was added potassium fluoride (153 mg, 2.64 mmol). The reaction mixture was purged with N2 for 5 min., then tris(dibenzylideneacetone)dipalladium (0) (180 mg, 0.20 mmol) and tri-tert-butylphosphine (81 mg, 0.40 mmol) were added subsequently. The reaction mixture was then heated at 100° C. for 30 mi... The reactants are CC(C)C=1C=C(C=CC1)OC1=CC=C(C=N1)NC([C@H](N)C)=O (N1-(6-{[3-(1-methylethyl)phenyl]oxy}-3-pyridinyl)-D-alaninamide), CC1=C(C=CC=C1OC)OC1=CC=C(C=N1)NC([C@H](N)C)=O (N-(6-{[2-methyl-3-(methyloxy)phenyl]oxy}-3-pyridinyl)-D-alaninamide), CC1=C(C=CC=C1OC)OC1=CC=C(C=N1)NC([C@H](N)C)=O (N-(6-{[2-methyl-3-(methyloxy)phenyl]oxy}-3-pyridinyl)-D-alaninamide). The product is C[C@@H]1C(N(C(N1)=O)C=1C=NC(=CC1)OC1=C(C(=CC=C1)OC)C)=O ((5R)-5-methyl-3-(6-{[2-methyl-3-(methyloxy)phenyl]oxy}-3-pyridinyl)-2,4-imidazolidinedione). RXN SMILES: CC(C1C=[C:6]([O:10]C2N=CC(NC(=O)[C@@H](C)N)=CC=2)C=CC=1)C.[CH3:23][C:24]1[C:29]([O:30][CH3:31])=[CH:28][CH:27]=[CH:26][C:25]=1[O:32][C:33]1[N:38]=[CH:37][C:36]([NH:39][C:40](=[O:44])[C@@H:41]([CH3:43])[NH2:42])=[CH:35][CH:34]=1>>[CH3:43][C@H:41]1[NH:42][C:6](=[O:10])[N:39]([C:36]2[CH:37]=[N:38][C:33]([O:32][C:25]3[CH:26]=[CH:27][CH:28]=[C:29]([O:30][CH3:31])[C:24]=3[CH3:23])=[CH:34][CH:35]=2)[C:40]1=[O:44]. Reported procedure: The title compound was made in a similar fashion to the preparation of Example 9 replacing N1-(6-{[3-(1-methylethyl)phenyl]oxy}-3-pyridinyl)-D-alaninamide with N-(6-{[2-methyl-3-(methyloxy)phenyl]oxy}-3-pyridinyl)-D-alaninamide (Intermediate 63, 200 mg) to afford the title compound (184 mg). The reactants are ClC1=C(C=O)C=CC=C1 (o-Chlorobenzaldehyde), ClC=1C(=C(N)C=CC1)C (3-chloro-2-methylaniline). Solvent: C(C)O (ethanol). Conditions: time 15 minute. Yields the product ClC1=C(C=NC2=C(C(=CC=C2)Cl)C)C=CC=C1 (N-(o-chlorobenzylidene)-3-chloro-2-methylaniline). RXN SMILES: [Cl:1][C:2]1[CH:9]=[CH:8][CH:7]=[CH:6][C:3]=1[CH:4]=O.[Cl:10][C:11]1[C:12]([CH3:18])=[C:13]([CH:15]=[CH:16][CH:17]=1)[NH2:14]>C(O)C>[Cl:1][C:2]1[CH:9]=[CH:8][CH:7]=[CH:6][C:3]=1[CH:4]=[N:14][C:13]1[CH:15]=[CH:16][CH:17]=[C:11]([Cl:10])[C:12]=1[CH3:18]. Procedure: o-Chlorobenzaldehyde (0.20 mole) was treated with 3-chloro-2-methylaniline (0.20 mole) with vigorous stirring in a 1 liter Erlenmeyer Flask. After 15 mins., 33 cc of 95% ethanol was added and the reaction mixture was stirred vigorously for an additional 5 mins. The reaction mixture was left standing at room temperature for 10 mins., then it was placed in an ice-bath for 0.5 hr. The crystals which formed were collected, washed with 95% ethanol and air dried. Recrystallization from 85% ethanol gav...